Dataset: the Open Reaction Database (ORD), a public repository of structured organic reaction records. Task: describe an organic reaction: reactants, conditions, products, and yield Reactants: ClCCCl, CC(C)(C)C(N)C(=O)N1CC2CC1CN2C(=O)c1ccc(-c2ccccc2)cn1, ClCCl, O=C(O)c1cc2cc(F)ccc2[nH]1, On1nnc2ccccc21. The product is CC(C)(C)C(NC(=O)c1cc2cc(F)ccc2[nH]1)C(=O)N1CC2CC1CN2C(=O)c1ccc(-c2ccccc2)cn1. As a reaction SMILES: [CH2:43]([Cl:44])[CH2:45][Cl:46].[CH3:1][C:2]([CH:3]([C:4](=[O:5])[N:6]1[CH:7]2[CH2:8][N:9]([C:13](=[O:14])[c:15]3[n:16][cH:17][c:18](-[c:21]4[cH:22][cH:23][cH:24][cH:25][cH:26]4)[cH:19][cH:20]3)[CH:10]([CH2:11]1)[CH2:12]2)[NH2:27])([CH3:28])[CH3:29].[Cl:57][CH2:58][Cl:59].[F:30][c:31]1[cH:32][c:33]2[cH:34][c:35]([C:40](=[O:41])[OH:42])[nH:36][c:37]2[cH:38][cH:39]1.[OH:47][n:48]1[c:49]2[c:50]([cH:51][cH:52][cH:53][cH:54]2)[n:55][n:56]1>>[CH3:1][C:2]([CH:3]([C:4](=[O:5])[N:6]1[CH:7]2[CH2:8][N:9]([C:13](=[O:14])[c:15]3[n:16][cH:17][c:18](-[c:21]4[cH:22][cH:23][cH:24][cH:25][cH:26]4)[cH:19][cH:20]3)[CH:10]([CH2:11]1)[CH2:12]2)[NH:27][C:40]([c:35]1[cH:34][c:33]2[cH:32][c:31]([F:30])[cH:39][cH:38][c:37]2[nH:36]1)=[O:41])([CH3:28])[CH3:29]. Starting materials: C(=O)C=1C(NC(N([C@H]2C[C@H](O)[C@@H](CO)O2)C1)=O)=O (5-formyl-2′-deoxyuridine), Heterocyclic, 5-hydroxymethyluricil. The reagents and catalysts are [O-2].[O-2].[Mn+4] (manganese dioxide). Run in COS(=O)(=O)C (dimethylsulfonate). Yields the product C(=O)C=1C(NC(NC1)=O)=O (5-formyluracil). As a reaction SMILES: [CH:1]([C:3]1[C:4](=[O:18])[NH:5][C:6](=[O:17])[N:7]([CH:16]=1)[C@@H]1O[C@H](CO)[C@@H](O)C1)=[O:2]>COS(C)(=O)=O.[O-2].[O-2].[Mn+4]>[CH:1]([C:3]1[C:4](=[O:18])[NH:5][C:6](=[O:17])[NH:7][CH:16]=1)=[O:2] |f:2.3.4|. Procedure: 5-formyl-2′-deoxyuridine prepared according to Mertes and Shipchandler, J. Heterocyclic Chem. 1, 751 (1970). 5-hydroxymethyluricil (1 mmol) dissolved in 20 ml dimethylsulfonate was heated at 100° C. with manganese dioxide (2.5 mmol) for 15 minutes. The solvent was evaporated at reduced pressure. The residue was taken up in hot ethanol and recrystallized from ethanol to yield 5-formyluracil, 5-formyluracil (0.10 g) was silylated and dissolved in dry acetonitrile (2.5 ml). 2-deoxy-3,5-di-O-p-toluo...